Task: describe an organic reaction: reactants, conditions, products, and yield. Dataset: the Open Reaction Database (ORD), a public repository of structured organic reaction records Yields the product Cc1noc(NC(=O)OCC(Cl)(Cl)Cl)c1C. The reactants are O=C(Cl)OCC(Cl)(Cl)Cl, Cc1noc(N)c1C, C1CCOC1, O, c1ccncc1. RXN SMILES: [Cl:15][C:16](=[O:17])[O:18][CH2:19][C:20]([Cl:21])([Cl:22])[Cl:23].[NH2:1][c:2]1[c:3]([CH3:8])[c:4]([CH3:7])[n:5][o:6]1.[O:25]1[CH2:26][CH2:27][CH2:28][CH2:29]1.[OH2:24].[cH:9]1[cH:10][cH:11][n:12][cH:13][cH:14]1>>[NH:1]([c:2]1[c:3]([CH3:8])[c:4]([CH3:7])[n:5][o:6]1)[C:16](=[O:17])[O:18][CH2:19][C:20]([Cl:21])([Cl:22])[Cl:23]. Reactants: COC1=C(C=C(C=O)C=C1)C=1SC=CC1 (4-methoxy-3-(thiophen-2-yl)-benzaldehyde), C(C)(=O)C1=C(C(=O)O)C=CC=C1 (2-acetylbenzoic acid). Product: COC1=C(C=C(C=C1)/C=C/C(=O)C1=C(C(=O)O)C=CC=C1)C=1SC=CC1 (2-[3E-(4-Methoxy-3-thiophen-2-yl-phenyl)-acryloyl]-benzoic acid). Yield: 44.0%. RXN SMILES: [CH3:1][O:2][C:3]1[CH:10]=[CH:9][C:6]([CH:7]=O)=[CH:5][C:4]=1[C:11]1[S:12][CH:13]=[CH:14][CH:15]=1.[C:16]([C:19]1[CH:27]=[CH:26][CH:25]=[CH:24][C:20]=1[C:21]([OH:23])=[O:22])(=[O:18])[CH3:17]>>[CH3:1][O:2][C:3]1[CH:10]=[CH:9][C:6](/[CH:7]=[CH:17]/[C:16]([C:19]2[CH:27]=[CH:26][CH:25]=[CH:24][C:20]=2[C:21]([OH:23])=[O:22])=[O:18])=[CH:5][C:4]=1[C:11]1[S:12][CH:13]=[CH:14][CH:15]=1. Procedure details: The title compound was prepared by condensing 4-methoxy-3-(thiophen-2-yl)-benzaldehyde (Ex-41A) and 2-acetylbenzoic acid in a similar manner as described in Ex-3. Beige solid with green tint, mp 79–81° C., 44% yield. 1H-NMR (DMSO-D6) δ 8.07 (d, J=2 Hz, 1H), 7.91 (d, J=8 Hz, 1H), 7.73 (dd, J=2, 4 Hz, 1H), 7.67–7.70 (m, 2H), 7.63 (dd, J=2, 7 Hz, 1H), 7.57 (dd, J=2,5 Hz, 1H), 7.50 (d, J=8 Hz, 1H), 7.22 (d, J=2 Hz, 2H), 7.19 (d, J=8 Hz, 1H), 7.12 (dd, J=4, 5 Hz, 1H), 3.96 (s, 3H). HRMS m/z=calc. 365... The reactants are NC1=NC2=CC=C(C=C2CN1CCC)OC=1C=C(C(=O)Cl)C=CC1 (3-(2-amino-3-propyl-3,4-dihydro-quinazolin-6-yloxy)-benzoyl chloride), CC1=C(CN)C(=CC(=C1)C)C (2,4,6-trimethylbenzylamine). Solvent: C(Cl)Cl (DCM), O (H2O). Run at temperature 0 celsius. The product is NC1=NC2=CC=C(C=C2CN1CCC)OC=1C=C(C(=O)NCC2=C(C=C(C=C2C)C)C)C=CC1 (3-(2-Amino-3-propyl-3,4-dihydro-quinazolin-6-yloxy)-N-(2,4,6-trimethyl-benzyl)-benzamide). RXN SMILES: [NH2:1][C:2]1[N:11]([CH2:12][CH2:13][CH3:14])[CH2:10][C:9]2[C:4](=[CH:5][CH:6]=[C:7]([O:15][C:16]3[CH:17]=[C:18]([CH:22]=[CH:23][CH:24]=3)[C:19](Cl)=[O:20])[CH:8]=2)[N:3]=1.[CH3:25][C:26]1[CH:33]=[C:32]([CH3:34])[CH:31]=[C:30]([CH3:35])[C:27]=1[CH2:28][NH2:29]>C(Cl)Cl.O>[NH2:1][C:2]1[N:11]([CH2:12][CH2:13][CH3:14])[CH2:10][C:9]2[C:4](=[CH:5][CH:6]=[C:7]([O:15][C:16]3[CH:17]=[C:18]([CH:22]=[CH:23][CH:24]=3)[C:19]([NH:29][CH2:28][C:27]3[C:26]([CH3:25])=[CH:33][C:32]([CH3:34])=[CH:31][C:30]=3[CH3:35])=[O:20])[CH:8]=2)[N:3]=1. Procedure: A mixture of 3-(2-amino-3-propyl-3,4-dihydro-quinazolin-6-yloxy)-benzoyl chloride (0.0008 mol) in DCM (20 mL) was stirred at 0° C. and 2,4,6-trimethylbenzylamine (0.0013 mol) was added. Then TEA (q.s.) was added, and the reaction mixture was stirred at room temperature. The mixture was stirred in H2O and the organic layer was separated. The remaining layer was washed again with H2O, then the organic layer was separated, dried, and filtered, and the solvent was evaporated. The residue was purifie... Reactants: anhydride THF, ClC=1C=C(C=CC1)NC(CC1=CC=CC=C1)=O (N-(3-chlorophenyl)-2-phenylacetamide), C(C)OC(C(=O)OCC)=O (Diethyloxalate), CC(C)([O-])C.[K+] (potassium t-butoxide). The solvent is O (water). Conditions: time 3 hour. The product is ClC=1C=C(C=CC1)N1C(C(=C(C1=O)C1=CC=CC=C1)O)=O (1-(3-chlorophenyl)-3-hydroxy-4-phenyl-1H-pyrrole-2,5-dione). Reaction SMILES: [Cl:1][C:2]1[CH:3]=[C:4]([NH:8][C:9](=[O:17])[CH2:10][C:11]2[CH:16]=[CH:15][CH:14]=[CH:13][CH:12]=2)[CH:5]=[CH:6][CH:7]=1.C([O:20][C:21](=O)[C:22](OCC)=[O:23])C.CC(C)([O-])C.[K+]>O>[Cl:1][C:2]1[CH:3]=[C:4]([N:8]2[C:9](=[O:17])[C:10]([C:11]3[CH:12]=[CH:13][CH:14]=[CH:15][CH:16]=3)=[C:22]([OH:23])[C:21]2=[O:20])[CH:5]=[CH:6][CH:7]=1 |f:2.3|. Reported procedure: After the addition of anhydride THF (20 ml) to compound 5c (1.55 g, 7.34 mmol), the temperature was adjusted to 0° C. Diethyloxalate (1.45 g, 9.50 mmol) and potassium t-butoxide (1.35 g, 11.9 mmol) were added thereto and the agitation for 3 hours was carried out. After the identification of the reaction progress with TLC, the solution was poured into the distilled water and acidified with 1N HCL aqueous solution. Three times extractions were carried out with EA and three times washings were carr... Reactants: [N+](=O)(O)[O-] (nitric acid), CC1(C(C(CCC1)C)C=O)C (2,2,6-trimethylcyclohexanecarbaldehyde), C1(=CC=CC=C1)C (toluene). Run in O (water). Run at temperature 55 celsius, time 3 hour. The product is CC1(C(C(CCC1)C)C(=O)O)C (2,2,6-trimethylcyclohexanecarboxylic acid). Isolated yield 98.9%. RXN SMILES: [N+]([O-])(O)=[O:2].[CH3:5][C:6]1([CH3:15])[CH2:11][CH2:10][CH2:9][CH:8]([CH3:12])[CH:7]1[CH:13]=[O:14].C1(C)C=CC=CC=1>O>[CH3:15][C:6]1([CH3:5])[CH2:11][CH2:10][CH2:9][CH:8]([CH3:12])[CH:7]1[C:13]([OH:2])=[O:14]. Procedure: In a 300-ml 4-necked flask equipped with a condenser, a thermometer, a dropping funnel, and a stirrer was placed 39 g of nitric acid (60% aqueous solution) and heated to 55° C. To the solution was added dropwise 93 g (0.60 mole) of 2,2,6-trimethylcyclohexanecarbaldehyde (4) composed of 35% of the trans-form and 65% of the cis-form synthesized in Synthesis Example 1-A) described above over a period of 2 hours. Thereafter, the reaction was carried out for 3 hours at the same temperature. Then, 100... Starting materials: COC(=O)Cl (methylchloroformate), CC1(CCCCCC1)C(=O)O (methyl cycloheptanecarboxylic acid), C(C)(C)NC(C)C.[Li] (lithium diisopropylamine). Solvent: C1CCOC1 (THF), C1CCOC1 (THF). Run at time 1 hour. Product: C1(CCCCCC1)(C(=O)OC)C(=O)OC (Dimethyl Cycloheptane-1,1-Dicarboxylate), liquid. Yield: 71.0%. Reaction SMILES: C[C:2]1([C:9]([OH:11])=[O:10])[CH2:8][CH2:7][CH2:6][CH2:5][CH2:4][CH2:3]1.[CH:12](NC(C)C)(C)C.[Li].[CH3:20][O:21][C:22](Cl)=[O:23]>C1COCC1>[C:2]1([C:9]([O:11][CH3:12])=[O:10])([C:22]([O:21][CH3:20])=[O:23])[CH2:8][CH2:7][CH2:6][CH2:5][CH2:4][CH2:3]1 |f:1.2,^1:18|. Procedure details: A solution of methyl cycloheptanecarboxylic acid (8.0 g, 51.2 mmol) in THF (18 mL) was added dropwise to a solution of lithium diisopropylamine (8.3 g, 76.8 mmol) in THF (70 mL) at −78° C. After stirring for 1 h at the same temperature, a solution of methylchloroformate (7.26 g, 76.8 mmol) was added slowly and the mixture was allowed to warm to room temperature. After 18 h the reaction mixture was quenched with saturated aqueous NH4Cl solution (100 mL) and was extracted with EtOAc (100 mL×3). Th... Reactants: OCN1C(=C(C2=C1N=CN=C2N2CCOCC2)C=2C=C(C#N)C=CC2)C (3-[7-(hydroxymethyl)-6-methyl-4-(morpholin-4-yl)-7H-pyrrolo[2,3-d]pyrimidin-5-yl]benzonitrile), C([O-])([O-])=O.[K+].[K+] (potassium carbonate). Run in C(C)#N (acetonitrile). The product is CC1=C(C2=C(N=CN=C2N2CCOCC2)N1)C=1C=C(C#N)C=CC1 (3-[6-methyl-4-(morpholin-4-yl)-7H-pyrrolo[2,3-d]pyrimidin-5-yl]benzonitrile). RXN SMILES: OC[N:3]1[C:7]2[N:8]=[CH:9][N:10]=[C:11]([N:12]3[CH2:17][CH2:16][O:15][CH2:14][CH2:13]3)[C:6]=2[C:5]([C:18]2[CH:19]=[C:20]([CH:23]=[CH:24][CH:25]=2)[C:21]#[N:22])=[C:4]1[CH3:26].C(=O)([O-])[O-].[K+].[K+]>C(#N)C>[CH3:26][C:4]1[NH:3][C:7]2[N:8]=[CH:9][N:10]=[C:11]([N:12]3[CH2:13][CH2:14][O:15][CH2:16][CH2:17]3)[C:6]=2[C:5]=1[C:18]1[CH:19]=[C:20]([CH:23]=[CH:24][CH:25]=1)[C:21]#[N:22] |f:1.2.3|. Procedure: A solution of 3-[7-(hydroxymethyl)-6-methyl-4-(morpholin-4-yl)-7H-pyrrolo[2,3-d]pyrimidin-5-yl]benzonitrile (C9) (from the previous step, 125 mg, ≦0.278 mmol) in acetonitrile (5 mL) was adjusted to a pH of >11 by addition of solid potassium carbonate. The mixture was filtered and concentrated in vacuo; purification via preparative HPLC (Column: Boston Symmetrix ODS-H, 5 μm; Mobile phase A: 0.225% formic acid in water; Mobile phase B: acetonitrile; Gradient: 19% to 39% B) afforded the product as ... Reactants: [Cl-], O=C(O)C1CC1(Cl)Cl, Nc1ccc(C2=NNC(=O)C3CC23)cc1, C1CCOC1. The product is O=C1NN=C(c2ccc(NC(=O)C3CC3(Cl)Cl)cc2)C2CC12. RXN SMILES: [Cl-:16].[Cl:17][C:18]1([Cl:24])[CH:19]([C:21](=[O:22])[OH:23])[CH2:20]1.[NH2:1][c:2]1[cH:3][cH:4][c:5]([C:8]2=[N:14][NH:13][C:12](=[O:15])[CH:11]3[CH:9]2[CH2:10]3)[cH:6][cH:7]1.[O:25]1[CH2:26][CH2:27][CH2:28][CH2:29]1>>[NH:1]([c:2]1[cH:3][cH:4][c:5]([C:8]2=[N:14][NH:13][C:12](=[O:15])[CH:11]3[CH:9]2[CH2:10]3)[cH:6][cH:7]1)[C:21]([CH:19]1[C:18]([Cl:17])([Cl:24])[CH2:20]1)=[O:22]. Reactants: C#CCO, C1CCNC1, OB(O)c1ccc(I)cc1, c1ccc(P(c2ccccc2)(c2ccccc2)[Pd](P(c2ccccc2)(c2ccccc2)c2ccccc2)(P(c2ccccc2)(c2ccccc2)c2ccccc2)P(c2ccccc2)(c2ccccc2)c2ccccc2)cc1. Yields the product OCC#Cc1ccc(B(O)O)cc1. RXN SMILES: [CH2:11]([C:12]#[CH:13])[OH:14].[CH2:92]1[CH2:93][NH:94][CH2:95][CH2:96]1.[I:1][c:2]1[cH:3][cH:4][c:5]([B:8]([OH:9])[OH:10])[cH:6][cH:7]1.[cH:15]1[cH:16][cH:17][c:18]([P:19]([Pd:20]([P:21]([c:22]2[cH:23][cH:24][cH:25][cH:26][cH:27]2)([c:28]2[cH:29][cH:30][cH:31][cH:32][cH:33]2)[c:34]2[cH:35][cH:36][cH:37][cH:38][cH:39]2)([P:40]([c:41]2[cH:42][cH:43][cH:44][cH:45][cH:46]2)([c:47]2[cH:48][cH:49][cH:50][cH:51][cH:52]2)[c:53]2[cH:54][cH:55][cH:56][cH:57][cH:58]2)[P:59]([c:60]2[cH:61][cH:62][cH:63][cH:64][cH:65]2)([c:66]2[cH:67][cH:68][cH:69][cH:70][cH:71]2)[c:72]2[cH:73][cH:74][cH:75][cH:76][cH:77]2)([c:78]2[cH:79][cH:80][cH:81][cH:82][cH:83]2)[c:84]2[cH:85][cH:86][cH:87][cH:88][cH:89]2)[cH:90][cH:91]1>>[c:2]1([C:13]#[C:12][CH2:11][OH:14])[cH:3][cH:4][c:5]([B:8]([OH:9])[OH:10])[cH:6][cH:7]1.